This data is from the Open Reaction Database (ORD), a public repository of structured organic reaction records. The task is: describe an organic reaction: reactants, conditions, products, and yield Starting materials: ClC=1C=C(C=CC1C(C(C(F)(F)F)(O)C1=CC(=NC=C1)Cl)C)O (3-Chloro-4-[2-(2-chloro-pyridin-4-yl)-3,3,3-trifluoro-2-hydroxy-1-methyl-propyl]-phenol), COC(=O)C1=NC=C(N=C1)Cl (methyl-5-chloropyrazine-2-carboxylate). Product: COC(=O)C1=NC=C(N=C1)OC1=CC(=C(C=C1)C(C(C(F)(F)F)(O)C1=CC(=NC=C1)Cl)C)Cl (5-{3-Chloro-4-[2-(2-chloro-pyridin-4-yl)-3,3,3-trifluoro-2-hydroxy-1-methyl-propyl]-phenoxy}-pyrazine-2-carboxylic acid methyl ester). As a reaction SMILES: [Cl:1][C:2]1[CH:3]=[C:4]([OH:23])[CH:5]=[CH:6][C:7]=1[CH:8]([CH3:22])[C:9]([C:15]1[CH:20]=[CH:19][N:18]=[C:17]([Cl:21])[CH:16]=1)([OH:14])[C:10]([F:13])([F:12])[F:11].[CH3:24][O:25][C:26]([C:28]1[CH:33]=[N:32][C:31](Cl)=[CH:30][N:29]=1)=[O:27]>>[CH3:24][O:25][C:26]([C:28]1[CH:33]=[N:32][C:31]([O:23][C:4]2[CH:5]=[CH:6][C:7]([CH:8]([CH3:22])[C:9]([C:15]3[CH:20]=[CH:19][N:18]=[C:17]([Cl:21])[CH:16]=3)([OH:14])[C:10]([F:13])([F:12])[F:11])=[C:2]([Cl:1])[CH:3]=2)=[CH:30][N:29]=1)=[O:27]. Procedure details: The title compound was prepared in analogy to Example 93, step 7 from 3-chloro-4-[2-(2-chloro-pyridin-4-yl)-3,3,3-trifluoro-2-hydroxy-1-methyl-propyl]-phenol (obtained in Example 19, step 5) by alkylation with methyl-5-chloropyrazine-2-carboxylate [CAS Reg. No. 33332-25-1]. MS (m/e)=502.0 [MH+]. Starting materials: of4-hydroxy-3-nitrobenzoic acid, C1=CC=CC=2C3=CC=CC=C3C(C12)COC(=O)N([C@@H](CCC(NC)=O)C(=O)NCC1=CC(=C(C=C1)O)O)C(C1=CC=CC=C1)(C1=CC=CC=C1)C1=CC=CC=C1 (N-[Nα-(9-fluorenylmethoxycarbonyl)-Nδ-methyltrityl-L-glutaminyl]-3,4-dihydroxybenzylamine), OC1=CC(=NC2=C(C=CC=C12)O)C(=O)O (4,8-dihydroxyquinoline-2-carboxylic acid). Yields the product OC1=CC(=NC2=C(C=CC=C12)O)C(=O)N([C@@H](CCC(NC)=O)C(=O)NCC1=CC(=C(C=C1)O)O)C(C1=CC=CC=C1)(C1=CC=CC=C1)C1=CC=CC=C1 (N-[Nα-(4,8-Dihydroxyquinoline-2-carbonyl)-Nδ-methyltrityl-L-glutaminyl]-3,4-dihydroxybenzylamine), crystals. The yield is 10.0%. RXN SMILES: C1C2C(COC([N:18]([C:38]([C:51]3[CH:56]=[CH:55][CH:54]=[CH:53][CH:52]=3)([C:45]3[CH:50]=[CH:49][CH:48]=[CH:47][CH:46]=3)[C:39]3[CH:44]=[CH:43][CH:42]=[CH:41][CH:40]=3)[C@H:19]([C:26]([NH:28][CH2:29][C:30]3[CH:35]=[CH:34][C:33]([OH:36])=[C:32]([OH:37])[CH:31]=3)=[O:27])[CH2:20][CH2:21][C:22](=[O:25])[NH:23][CH3:24])=O)C3C(=CC=CC=3)C=2C=CC=1.[OH:57][C:58]1[C:67]2[C:62](=[C:63]([OH:68])[CH:64]=[CH:65][CH:66]=2)[N:61]=[C:60]([C:69]([OH:71])=O)[CH:59]=1>>[OH:57][C:58]1[C:67]2[C:62](=[C:63]([OH:68])[CH:64]=[CH:65][CH:66]=2)[N:61]=[C:60]([C:69]([N:18]([C:38]([C:51]2[CH:56]=[CH:55][CH:54]=[CH:53][CH:52]=2)([C:45]2[CH:50]=[CH:49][CH:48]=[CH:47][CH:46]=2)[C:39]2[CH:40]=[CH:41][CH:42]=[CH:43][CH:44]=2)[C@H:19]([C:26]([NH:28][CH2:29][C:30]2[CH:35]=[CH:34][C:33]([OH:36])=[C:32]([OH:37])[CH:31]=2)=[O:27])[CH2:20][CH2:21][C:22](=[O:25])[NH:23][CH3:24])=[O:71])[CH:59]=1. Procedure details: The title compound was prepared from N-[Nα-(9-fluorenylmethoxycarbonyl)-Nδ-methyltrityl-L-glutaminyl]-3,4-dihydroxybenzylamine (1.0 g, 1.4 mmol, example 26, step A) as described for example 26 using 4,8-dihydroxyquinoline-2-carboxylic acid (435 mg, 2.1 mmol) instead of4-hydroxy-3-nitrobenzoic acid. The crude material was purified by flash chromatography using a solvent gradient from 30% to 60% EtOAc/CH2Cl2/1% AcOH. The title compound was obtained as yellow crystals (100 mg, 10%). Reactants: C(C)(C)(C)OC(=O)N1CCN(CC1)C1=NC=NC=C1OCC1=CC=CC=C1 (4-(5-benzyloxypyrimidin-4-yl)-piperazine-1-carboxylic acid tert-butyl ester). The reagents and catalysts are [Pd] (Pd on carbon). Run in CO (MeOH). Reaction conditions: time 2 hour. Product: C(C)(C)(C)OC(=O)N1CCN(CC1)C1=NC=NC=C1O (4-(5-Hydroxypyrimidin-4-yl)-piperazine-1-carboxylic acid tert-butyl ester). Isolated yield 95.3%. RXN SMILES: [C:1]([O:5][C:6]([N:8]1[CH2:13][CH2:12][N:11]([C:14]2[C:19]([O:20]CC3C=CC=CC=3)=[CH:18][N:17]=[CH:16][N:15]=2)[CH2:10][CH2:9]1)=[O:7])([CH3:4])([CH3:3])[CH3:2]>CO.[Pd]>[C:1]([O:5][C:6]([N:8]1[CH2:9][CH2:10][N:11]([C:14]2[C:19]([OH:20])=[CH:18][N:17]=[CH:16][N:15]=2)[CH2:12][CH2:13]1)=[O:7])([CH3:4])([CH3:2])[CH3:3]. Procedure: To a stirred solution of 4-(5-benzyloxypyrimidin-4-yl)-piperazine-1-carboxylic acid tert-butyl ester (0.540 g, 1.46 mmol) in MeOH (20 mL) under N2 was cautiously added 10% Pd on carbon (40 mg). The reaction vessel was evacuated under vacuum and then put under an atmosphere of hydrogen using a balloon. The mixture was stirred for 2 hours at room temperature. At this time the hydrogen gas was evacuated and the catalyst was removed by filtration. The filtrate was concentrated. The residue was purif... Starting materials: S(N)(=O)(=O)C1=CC=C(C=NC2=CC=C(C=C2)C)C=C1 (N-(4-sulfamoylbenzylidene)-4-methylaniline), C[Si](C)(C)C#N (trimethylsilyl cyanide). The product is CC1=CC=C(NC(C#N)C2=CC=C(C=C2)S(N)(=O)=O)C=C1 (α-(4-Methylanilino)-α-(4-sulfamoylphenyl)acetonitrile), powder. The yield is 60.0%. As a reaction SMILES: [S:1]([C:5]1[CH:19]=[CH:18][C:8]([CH:9]=[N:10][C:11]2[CH:16]=[CH:15][C:14]([CH3:17])=[CH:13][CH:12]=2)=[CH:7][CH:6]=1)(=[O:4])(=[O:3])[NH2:2].C[Si]([C:24]#[N:25])(C)C>>[CH3:17][C:14]1[CH:15]=[CH:16][C:11]([NH:10][CH:9]([C:8]2[CH:7]=[CH:6][C:5]([S:1](=[O:3])(=[O:4])[NH2:2])=[CH:19][CH:18]=2)[C:24]#[N:25])=[CH:12][CH:13]=1. Procedure details: Following a procedure similar to that described in Example 1(ii), but using N-(4-sulfamoylbenzylidene)-4-methylaniline [prepared as described in step (i) above] and trimethylsilyl cyanide as starting materials, the title compound was obtained as a pale yellow powder (yield 60%). Starting materials: C(C)OC(=O)C1(O[C@H]2[C@H](NC1=O)CCCC2)C (trans-ethyl-2-methyl-3-oxo-octahydro-2H-1,4-benzoxazine-2-carboxylate), [OH-].[Na+] (NaOH), Cl (HCl). Solvent: O1CCOCC1 (dioxan). Yields the product CC1(O[C@H]2[C@H](NC1=O)CCCC2)C(=O)O (trans-2-Methyl-3-oxo-octahydro-2H-1,4-benzoxazine-2-carboxylic acid). Isolated yield 54.5%. RXN SMILES: C([O:3][C:4]([C:6]1([CH3:17])[C:11](=[O:12])[NH:10][C@@H:9]2[CH2:13][CH2:14][CH2:15][CH2:16][C@H:8]2[O:7]1)=[O:5])C.[OH-].[Na+].Cl>O1CCOCC1>[CH3:17][C:6]1([C:4]([OH:5])=[O:3])[C:11](=[O:12])[NH:10][C@@H:9]2[CH2:13][CH2:14][CH2:15][CH2:16][C@H:8]2[O:7]1 |f:1.2|. Procedure details: A solution of trans-ethyl-2-methyl-3-oxo-octahydro-2H-1,4-benzoxazine-2-carboxylate (4.80 g, 19.8 mmoles) and 1N NaOH (29,7 ml, 20.7 mmoles) in dioxan (80 ml) was stirred for 20 hours. The solvent was evaporated, 1N HCl (90 ml, 90 mmoles) was added to the residue and the mixture was extracted with ethyl acetate (4×60 ml). The organic phase was dried over MgSO4, the solvent was evaporated and the product was recrystallized from ethyl acetate. Thus there were obtained 2.3 g (54,5%) of the title pr... Reactants: CNC1C(O)CC2C3CC=C4CC(OC(C)=O)CCC4(C)C3CCC21C, CCO, [Na+], [OH-], O. Yields the product CNC1C(O)CC2C3CC=C4CC(O)CCC4(C)C3CCC21C. Reaction SMILES: [C:3](=[O:4])([CH3:5])[O:6][CH:7]1[CH2:8][C:9]2=[CH:10][CH2:11][CH:12]3[CH:13]4[CH2:14][CH:15]([OH:28])[CH:16]([NH:26][CH3:27])[C:17]4([CH3:18])[CH2:19][CH2:20][CH:21]3[C:22]2([CH3:25])[CH2:23][CH2:24]1.[CH3:30][CH2:31][OH:32].[Na+:2].[OH-:1].[OH2:29]>>[OH:6][CH:7]1[CH2:8][C:9]2=[CH:10][CH2:11][CH:12]3[CH:13]4[CH2:14][CH:15]([OH:28])[CH:16]([NH:26][CH3:27])[C:17]4([CH3:18])[CH2:19][CH2:20][CH:21]3[C:22]2([CH3:25])[CH2:23][CH2:24]1. The reactants are C(=O)(O)COC1=CC(=C(C=C1OCC1=C(C(=CC=C1OC)F)F)N1C2=NC(=NC(=C2NC1=O)OC)C)Cl (9-[4-carboxymethoxy-2-chloro-5-(2,3-difluoro-6-methoxy-benzyloxy)phenyl]-6-methoxy-2-methyl-7,9-dihydro-8H-purin-8-one), C(=O)(N1C=NC=C1)N1C=NC=C1 (1,1′-carbonyldiimidazole), Cl (hydrochloric acid), CN (methylamine). Run in O1CCCC1 (tetrahydrofuran). Run at time 30 minute. Product: ClC=1C(=CC(=C(OCC(=O)NC)C1)OCC1=C(C(=CC=C1OC)F)F)N1C2=NC(=NC(=C2NC1=O)OC)C (2-[5-Chloro-2-(2,3-difluoro-6-methoxybenzyloxy)-4-(6-methoxy-2-methyl-7,9-dihydro-8H-purin-8-one-9-yl)phenoxy]-N-methylacetamide). Yield: 76.9%. Reaction SMILES: [C:1]([CH2:4][O:5][C:6]1[C:11]([O:12][CH2:13][C:14]2[C:19]([O:20][CH3:21])=[CH:18][CH:17]=[C:16]([F:22])[C:15]=2[F:23])=[CH:10][C:9]([N:24]2[C:32](=[O:33])[NH:31][C:30]3[C:25]2=[N:26][C:27]([CH3:36])=[N:28][C:29]=3[O:34][CH3:35])=[C:8]([Cl:37])[CH:7]=1)(O)=[O:2].[C:38](N1C=CN=C1)([N:40]1C=CN=C1)=O.CN.Cl>O1CCCC1>[Cl:37][C:8]1[C:9]([N:24]2[C:32](=[O:33])[NH:31][C:30]3[C:25]2=[N:26][C:27]([CH3:36])=[N:28][C:29]=3[O:34][CH3:35])=[CH:10][C:11]([O:12][CH2:13][C:14]2[C:19]([O:20][CH3:21])=[CH:18][CH:17]=[C:16]([F:22])[C:15]=2[F:23])=[C:6]([CH:7]=1)[O:5][CH2:4][C:1]([NH:40][CH3:38])=[O:2]. Reported procedure: To a solution of 9-[4-carboxymethoxy-2-chloro-5-(2,3-difluoro-6-methoxy-benzyloxy)phenyl]-6-methoxy-2-methyl-7,9-dihydro-8H-purin-8-one (80 mg) in tetrahydrofuran (2 mL) was added 1,1′-carbonyldiimidazole (48 mg), and the mixture was stirred at room temperature for 30 minutes. To the reaction mixture was added methylamine (40% methanol solution, 1 mL), and the mixture was stirred at room temperature overnight. The reaction mixture was poured into 2 mol/L hydrochloric acid, and the resulting mixt...